This data is from the Open Reaction Database (ORD), a public repository of structured organic reaction records. The task is: describe an organic reaction: reactants, conditions, products, and yield The reactants are CS(=O)(=O)C=1C=CC(=C(C(=O)O)C1)N1CCCC1 (5-Methanesulfonyl-2-pyrrolidin-1-yl-benzoic acid), ClC1=C(C(=O)O)C=C(C=C1)S(NC)(=O)=O (2-Chloro-5-methylsulfamoyl-benzoic acid), N1CCCCC1 (piperidine), 297.4. Product: CNS(=O)(=O)C=1C=CC(=C(C(=O)O)C1)N1CCCCC1 (5-Methylsulfamoyl-2-piperidin-1-yl-benzoic acid). The yield is 48.0%. Reaction SMILES: CS(C1C=C[C:8]([N:14]2[CH2:18][CH2:17][CH2:16][CH2:15]2)=C(C=1)C(O)=O)(=O)=O.Cl[C:20]1[CH:28]=[CH:27][C:26]([S:29](=[O:33])(=[O:32])[NH:30][CH3:31])=[CH:25][C:21]=1[C:22]([OH:24])=[O:23].N1CCCCC1>>[CH3:31][NH:30][S:29]([C:26]1[CH:27]=[CH:28][C:20]([N:14]2[CH2:8][CH2:15][CH2:16][CH2:17][CH2:18]2)=[C:21]([CH:25]=1)[C:22]([OH:24])=[O:23])(=[O:33])=[O:32]. Procedure details: The title compound was synthesised according to the procedure described for the synthesis of 5-Methanesulfonyl-2-pyrrolidin-1-yl-benzoic acid (Example S) from 2-Chloro-5-methylsulfamoyl-benzoic acid and piperidine and obtained in 48% yield. MS (m/e): 297.4 MH− (100%).